Dataset: the Open Reaction Database (ORD), a public repository of structured organic reaction records. Task: describe an organic reaction: reactants, conditions, products, and yield The reactants are BrCCOC1=C(C=CC=C1)CCC1=CC=CC=C1 (2-(2-bromoethoxy)bibenzyl), N1CCC(CC1)C(=O)N (4-piperidinecarboxamide). Run in O1CCCC1 (tetrahydrofuran), O (water). Yields the product C(N)(=O)C1CCN(CC1)CCOC1=C(C=CC=C1)CCC1=CC=CC=C1 (2-[2-(4-carbamoylpiperidino)ethoxy]bibenzyl). The yield is 82.3%. Reaction SMILES: Br[CH2:2][CH2:3][O:4][C:5]1[CH:10]=[CH:9][CH:8]=[CH:7][C:6]=1[CH2:11][CH2:12][C:13]1[CH:18]=[CH:17][CH:16]=[CH:15][CH:14]=1.[NH:19]1[CH2:24][CH2:23][CH:22]([C:25]([NH2:27])=[O:26])[CH2:21][CH2:20]1>O1CCCC1.O>[C:25]([CH:22]1[CH2:23][CH2:24][N:19]([CH2:2][CH2:3][O:4][C:5]2[CH:10]=[CH:9][CH:8]=[CH:7][C:6]=2[CH2:11][CH2:12][C:13]2[CH:18]=[CH:17][CH:16]=[CH:15][CH:14]=2)[CH2:20][CH2:21]1)(=[O:26])[NH2:27]. Reported procedure: A solution of 2 g of 2-(2-bromoethoxy)bibenzyl and 1.7 g of 4-piperidinecarboxamide in 20 ml of tetrahydrofuran and 10 ml of water was stirred at 70° C. for 10 hours. The reaction mixture was concentrated and to the residue was added 1 N NaOH aqueous solution. The resultant crystals were filtered, washed well with water and then recrystallized from ethanol to give 1.9 g (82% yield) of 2-[2-(4-carbamoylpiperidino)ethoxy]bibenzyl, m. p. 60°-63° C. Reactants: Cl, O=C1CCOc2ccc([N+](=O)[O-])cc21, NN1CCOC1=O, O, c1ccccc1. Yields the product O=C1OCCN1N=C1CCOc2ccc([N+](=O)[O-])cc21. As a reaction SMILES: [ClH:15].[N+:1](=[O:2])([O-:3])[c:4]1[cH:5][c:6]2[c:11]([cH:12][cH:13]1)[O:10][CH2:9][CH2:8][C:7]2=[O:14].[NH2:17][N:18]1[C:19](=[O:23])[O:20][CH2:21][CH2:22]1.[OH2:16].[cH:24]1[cH:25][cH:26][cH:27][cH:28][cH:29]1>>[N+:1](=[O:2])([O-:3])[c:4]1[cH:5][c:6]2[c:11]([cH:12][cH:13]1)[O:10][CH2:9][CH2:8][C:7]2=[N:17][N:18]1[C:19](=[O:23])[O:20][CH2:21][CH2:22]1.